Task: describe an organic reaction: reactants, conditions, products, and yield. Dataset: the Open Reaction Database (ORD), a public repository of structured organic reaction records Starting materials: NCC1=NOC(=N1)[C@@H](CC(=O)OC(C)(C)C)CCCC1CCCCC1 (tert-butyl(3R)-3-[3-(aminomethyl)-1,2,4-oxadiazol-5-yl]-6-cyclohexylhexanoate), C1(=CC=CC=C1)S(=O)(=O)Cl (benzenesulphonylchloride). Product: C1(CCCCC1)CCC[C@H](CC(=O)OC(C)(C)C)C1=NC(=NO1)CNS(=O)(=O)C1=CC=CC=C1 (tert-butyl(3R)-6-cyclohexyl-3-(3-{[(phenylsulfonyl)amino]methyl}-1,2,4-oxadiazol-5-yl)hexanoate). Reaction SMILES: [NH2:1][CH2:2][C:3]1[N:7]=[C:6]([C@H:8]([CH2:17][CH2:18][CH2:19][CH:20]2[CH2:25][CH2:24][CH2:23][CH2:22][CH2:21]2)[CH2:9][C:10]([O:12][C:13]([CH3:16])([CH3:15])[CH3:14])=[O:11])[O:5][N:4]=1.[C:26]1([S:32](Cl)(=[O:34])=[O:33])[CH:31]=[CH:30][CH:29]=[CH:28][CH:27]=1>>[CH:20]1([CH2:19][CH2:18][CH2:17][C@@H:8]([C:6]2[O:5][N:4]=[C:3]([CH2:2][NH:1][S:32]([C:26]3[CH:31]=[CH:30][CH:29]=[CH:28][CH:27]=3)(=[O:34])=[O:33])[N:7]=2)[CH2:9][C:10]([O:12][C:13]([CH3:15])([CH3:16])[CH3:14])=[O:11])[CH2:21][CH2:22][CH2:23][CH2:24][CH2:25]1. Procedure: Method as for preparation 6 using tert-butyl(3R)-3-[3-(aminomethyl)-1,2,4-oxadiazol-5-yl]-6-cyclohexylhexanoate (preparation 18) (205 mg, 0.58 mmol) and benzenesulphonylchloride (75 μl, 0.58 mmol) as starting materials. Reactants: c1ccc(CN2CCNCC2)cc1, Cc1ccccc1, N#Cc1cnn2c1N(C(=O)CCl)CC=C2c1ccccc1, [Na+], [Na+], O=C([O-])[O-]. Product: N#Cc1cnn2c1N(C(=O)CN1CCN(Cc3ccccc3)CC1)CC=C2c1ccccc1. Reaction SMILES: [CH2:22]([c:23]1[cH:24][cH:25][cH:26][cH:27][cH:28]1)[N:29]1[CH2:30][CH2:31][NH:32][CH2:33][CH2:34]1.[CH3:41][c:42]1[cH:43][cH:44][cH:45][cH:46][cH:47]1.[Cl:1][CH2:2][C:3](=[O:4])[N:5]1[c:6]2[n:7]([n:17][cH:18][c:19]2[C:20]#[N:21])[C:8]([c:11]2[cH:12][cH:13][cH:14][cH:15][cH:16]2)=[CH:9][CH2:10]1.[Na+:35].[Na+:36].[O-:37][C:38](=[O:39])[O-:40]>>[CH2:2]([C:3](=[O:4])[N:5]1[c:6]2[n:7]([n:17][cH:18][c:19]2[C:20]#[N:21])[C:8]([c:11]2[cH:12][cH:13][cH:14][cH:15][cH:16]2)=[CH:9][CH2:10]1)[N:32]1[CH2:31][CH2:30][N:29]([CH2:22][c:23]2[cH:24][cH:25][cH:26][cH:27][cH:28]2)[CH2:34][CH2:33]1.